Dataset: the Open Reaction Database (ORD), a public repository of structured organic reaction records. Task: describe an organic reaction: reactants, conditions, products, and yield Starting materials: ClCCl, C1CCOC1, CC(C)OC(=O)N=NC(=O)OC(C)C, CC1(c2ccc3cc(O)ccc3c2)COC(=O)N1, OC1CCC(c2ccccc2)CC1, c1ccc(P(c2ccccc2)c2ccccc2)cc1. Yields the product CC1(c2ccc3cc(OC4CCC(c5ccccc5)CC4)ccc3c2)COC(=O)N1. RXN SMILES: [Cl:70][CH2:71][Cl:72].[O:51]1[CH2:52][CH2:53][CH2:54][CH2:55]1.[O:56]=[C:57]([O:58][CH:59]([CH3:60])[CH3:61])[N:62]=[N:63][C:64]([O:65][CH:66]([CH3:67])[CH3:68])=[O:69].[OH:14][c:15]1[cH:16][c:17]2[cH:18][cH:19][c:20]([C:25]3([CH3:31])[NH:26][C:27](=[O:30])[O:28][CH2:29]3)[cH:21][c:22]2[cH:23][cH:24]1.[c:1]1([CH:7]2[CH2:8][CH2:9][CH:10]([OH:13])[CH2:11][CH2:12]2)[cH:2][cH:3][cH:4][cH:5][cH:6]1.[c:32]1([P:33]([c:34]2[cH:35][cH:36][cH:37][cH:38][cH:39]2)[c:40]2[cH:41][cH:42][cH:43][cH:44][cH:45]2)[cH:46][cH:47][cH:48][cH:49][cH:50]1>>[c:1]1([CH:7]2[CH2:8][CH2:9][CH:10]([O:13][c:15]3[cH:16][c:17]4[cH:18][cH:19][c:20]([C:25]5([CH3:31])[NH:26][C:27](=[O:30])[O:28][CH2:29]5)[cH:21][c:22]4[cH:23][cH:24]3)[CH2:11][CH2:12]2)[cH:2][cH:3][cH:4][cH:5][cH:6]1.